The task is: describe an organic reaction: reactants, conditions, products, and yield. This data is from the Open Reaction Database (ORD), a public repository of structured organic reaction records. The product is CCOC(=O)[C@H]1N(C([C@@H](C1)CCCC1=CC=CC=C1)=O)C(=O)OC(C)(C)C ((2S, 4R)-5-oxo-4-(3-phenyl-propyl)-pyrrolidine-1,2-dicarboxylic acid 1-tert-butyl ester 2-ethyl ester). Procedure details: A solution of the compound obtained from Step A (6.0 g) and Pd/C (10%, 620 mg) in methanol (150 mL) was hydrogenated at 40 psi in a par-shaker for 3.0 h. Pd/C was removed by filtration through a pad of celite. Removal of solvent under reduced pressure gave practically pure product as a viscous oil. 1HNMR (300 MHz, CDCl3) δ 7.29–7.14 (m, 5H), 4.53 (d, J=9.5 Hz, 1H), 4.22 (q, J=7.0 Hz, 2H), 2.60 (m, 3H), 2.20 (m, 1 H), 1.98 (m, 2H), 1.64 (m, 2H), 1.50 (s, 9H), 1.28 (t, J=7.0 Hz, 3H). Reactants: CCOC(=O)[C@H]1N(C([C@@H](C1)CC=CC1=CC=CC=C1)=O)C(=O)OC(C)(C)C ((2S,4R)-5-oxo-4-(3-phenyl-allyl)-pyrrolidine-1,2-dicarboxylic acid 1-tert-butyl ester 2-ethyl ester). The reagents and catalysts are [Pd] (Pd/C). RXN SMILES: [CH3:1][CH2:2][O:3][C:4]([C@@H:6]1[CH2:10][C@@H:9]([CH2:11][CH:12]=[CH:13][C:14]2[CH:19]=[CH:18][CH:17]=[CH:16][CH:15]=2)[C:8](=[O:20])[N:7]1[C:21]([O:23][C:24]([CH3:27])([CH3:26])[CH3:25])=[O:22])=[O:5]>CO.[Pd]>[CH3:1][CH2:2][O:3][C:4]([C@@H:6]1[CH2:10][C@@H:9]([CH2:11][CH2:12][CH2:13][C:14]2[CH:15]=[CH:16][CH:17]=[CH:18][CH:19]=2)[C:8](=[O:20])[N:7]1[C:21]([O:23][C:24]([CH3:25])([CH3:27])[CH3:26])=[O:22])=[O:5]. Run in CO (methanol). Starting materials: [Na+], [OH-], CCOC(=O)c1cnc2ccoc2c1. Product: O=C(O)c1cnc2ccoc2c1. Reaction SMILES: [Na+:16].[OH-:15].[o:1]1[cH:2][cH:3][c:4]2[n:5][cH:6][c:7]([C:10](=[O:11])[O:12][CH2:13][CH3:14])[cH:8][c:9]12>>[o:1]1[cH:2][cH:3][c:4]2[n:5][cH:6][c:7]([C:10](=[O:11])[OH:12])[cH:8][c:9]12. Reactants: P(O)(O)(O)=O (phosphoric acid), [Cl-].[Ca+2].[Cl-] (calcium chloride), [Cl-].[Ca+2].[Cl-] (calcium chloride), solution, CCC1(C(=O)NC(=O)NC1=O)CC (barbital), CCC1(C(=O)NC(=O)NC1=O)CC (barbital), CCC1(C(=O)NC(=O)NC1=O)CC (barbital). Yields the product P(=O)([O-])([O-])[O-].[Ca+2].P(=O)([O-])([O-])[O-].[Ca+2].[Ca+2] (calcium phosphate). RXN SMILES: [P:1](=[O:5])([OH:4])([OH:3])[OH:2].[Cl-].[Ca+2:7].[Cl-].CCC1(CC)C(=O)NC(=O)NC1=O>>[P:1]([O-:5])([O-:4])([O-:3])=[O:2].[Ca+2:7].[P:1]([O-:5])([O-:4])([O-:3])=[O:2].[Ca+2:7].[Ca+2:7] |f:1.2.3,5.6.7.8.9|. Procedure details: This example demonstrates the use of the method of the present invention in a T-4 test based on dilution of labeled T-4 added to a test sample. Two T-4 controls having assigned or known T-4 values were employed. Serum Sample 1 contained 9.2 μgm % T-4, while Serum Sample 2 contained 15.6 μgm % T-4. 0.1 ml of the serum samples was placed in separate test tubes. To each was added 1 ml of a phosphoric acid solution of calcium chloride containing 36 mg of calcium chloride/ml and having a pH of 1.5. F... The reactants are FC=1C=CC(=C(CC2=CS[C@H]3N(C2C(=O)O)C([C@H]3NC(CC3=CC=CC=C3)=O)=O)C1)O (3-(5-fluor-2-hydroxy-benzyl)7β-phenylacetylamino-ceph-2-em-4ξ-carboxylic acid), ClC1=CC(=CC=C1)C(=O)OO (3-chloro-perbenzoic acid). Solvent: C(C)(C)O (isopropanol). Conditions: time 2 hour. Yields the product FC=1C=CC(=C(CC=2CS([C@H]3N(C2C(=O)O)C(C3NC(CC3=CC=CC=C3)=O)=O)=O)C1)O (3-(5-fluoro-2-hydroxy-benzyl)-7-phenylacetylamino-ceph-3-em-4-carboxylic acid 1-oxide). RXN SMILES: [F:1][C:2]1[CH:3]=[CH:4][C:5]([OH:31])=[C:6]([CH:30]=1)[CH2:7][C:8]1[CH:13]([C:14]([OH:16])=[O:15])[N:12]2[C:17](=[O:29])[C@@H:18]([NH:19][C:20](=[O:28])[CH2:21][C:22]3[CH:27]=[CH:26][CH:25]=[CH:24][CH:23]=3)[C@H:11]2[S:10][CH:9]=1.ClC1C=CC=C(C(OO)=[O:40])C=1>C(O)(C)C>[F:1][C:2]1[CH:3]=[CH:4][C:5]([OH:31])=[C:6]([CH:30]=1)[CH2:7][C:8]1[CH2:9][S:10](=[O:40])[C@@H:11]2[CH:18]([NH:19][C:20](=[O:28])[CH2:21][C:22]3[CH:23]=[CH:24][CH:25]=[CH:26][CH:27]=3)[C:17](=[O:29])[N:12]2[C:13]=1[C:14]([OH:16])=[O:15]. Procedure details: A solution of 2.0 g of 3-(5-fluor-2-hydroxy-benzyl)7β-phenylacetylamino-ceph-2-em-4ξ-carboxylic acid in 10 ml of isopropanol is treated at 0°-5° in small amounts with 1.2 g of 3-chloro-perbenzoic acid and stirred for 2 hours. The reaction mixture is concentrated to half-volume and diluted with 10 ml of diethyl ether. The crystalline precipitate that forms is filtered off and recrystallised from methyl acetate to yield the 3-(5-fluoro-2-hydroxy-benzyl)-7-phenylacetylamino-ceph-3-em-4-carboxylic a... Starting materials: [OH-].[Na+] (Sodium hydroxide), C(Cl)(Cl)Cl (Chloroform), C(C)(C)(CC)C1=C(C=CC(=C1)C(C)(C)C)O (2-t-amyl-4-t-butylphenol), S(O)(O)(=O)=O (sulfuric acid), C1(=CC=CC=C1)O (phenol). The solvent is O (water), O (water), C(C)O (ethanol). Run at time 1 hour. The product is C(C)(C)(CC)C1=C(C(C=O)=CC(=C1)C(C)(C)C)O (3-t-amyl-5-t-butylsalicylaldehyde). Reaction SMILES: [C:1]([C:6]1[CH:11]=[C:10]([C:12]([CH3:15])([CH3:14])[CH3:13])[CH:9]=[CH:8][C:7]=1[OH:16])([CH2:4][CH3:5])([CH3:3])[CH3:2].[OH-].[Na+].[C:19]1([OH:25])C=CC=CC=1.C(Cl)(Cl)Cl.S(=O)(=O)(O)O>C(O)C.O>[C:1]([C:6]1[CH:11]=[C:10]([C:12]([CH3:15])([CH3:14])[CH3:13])[CH:9]=[C:8]([CH:19]=[O:25])[C:7]=1[OH:16])([CH2:4][CH3:5])([CH3:3])[CH3:2] |f:1.2|. Procedure: 2-t-amyl-4-t-butylphenol (53 g, 0.24 mole) is dissolved in 150 ml absolute ethanol in a 1 L round bottom flask equipped with a water-cooled condenser. Sodium hydroxide (96 g, 2.4 moles) is dissolved in 100 ml water, and the hot solution is added to the solution of the phenol. Chloroform (57 g, 0.48 mole) is added in 1 ml portions over a 45-minute period. The resulting yellow-brown mixture is stirred 1 hour as it cools to ambient temperature. The mixture is diluted into 500 ml of 1M sulfuric acid... The reactants are COc1cccc(C)c1N(C)C(=O)c1ccc(Cl)c(-c2cnc(Cl)cc2C)c1, [Cu]I, [K+], [K+], O=C([O-])[O-], C1COCCO1, c1cn[nH]c1. Product: COc1cccc(C)c1N(C)C(=O)c1ccc(Cl)c(-c2cnc(-n3cccn3)cc2C)c1. Reaction SMILES: [Cl:1][c:2]1[c:3](-[c:21]2[cH:22][n:23][c:24]([Cl:28])[cH:25][c:26]2[CH3:27])[cH:4][c:5]([C:6](=[O:7])[N:8]([CH3:9])[c:10]2[c:11]([O:17][CH3:18])[cH:12][cH:13][cH:14][c:15]2[CH3:16])[cH:19][cH:20]1.[Cu:46][I:47].[K+:34].[K+:35].[O-:36][C:37]([O-:38])=[O:39].[O:40]1[CH2:41][CH2:42][O:43][CH2:44][CH2:45]1.[nH:29]1[n:30][cH:31][cH:32][cH:33]1>>[Cl:1][c:2]1[c:3](-[c:21]2[cH:22][n:23][c:24](-[n:29]3[n:30][cH:31][cH:32][cH:33]3)[cH:25][c:26]2[CH3:27])[cH:4][c:5]([C:6](=[O:7])[N:8]([CH3:9])[c:10]2[c:11]([O:17][CH3:18])[cH:12][cH:13][cH:14][c:15]2[CH3:16])[cH:19][cH:20]1. Product: ClC1=CC=C(C=C1)S(=O)(=O)N1CCC2=NC=3C=CC=CC3C(=C2CC1)C (3-(p-Chloro-benzene sulfonyl)-1,2,4,5-tetrahydro-11-methyl-3H-azepino[4,5-b]quinoline). Reactants: CC1=C2C(=NC=3C=CC=CC13)CCNCC2 (1,2,4,5-tetrahydro-11-methyl-3H-azepino[4,5-b]quinoline), S(=O)(=O)(O)Cl.ClC1=CC=CC=C1 (4-chlorobenzene sulfochloride). Procedure details: 3-(p-Chloro-benzene sulfonyl)-1,2,4,5-tetrahydro-11-methyl-3H-azepino[4,5-b]quinoline was prepared by acylation of 1,2,4,5-tetrahydro-11-methyl-3H-azepino[4,5-b]quinoline with 4-chlorobenzene sulfochloride in pyridine. The yield is 75.0%. The solvent is N1=CC=CC=C1 (pyridine). RXN SMILES: [CH3:1][C:2]1[C:11]2[CH:10]=[CH:9][CH:8]=[CH:7][C:6]=2[N:5]=[C:4]2[CH2:12][CH2:13][NH:14][CH2:15][CH2:16][C:3]=12.[S:17](Cl)([OH:20])(=O)=[O:18].[Cl:22][C:23]1[CH:28]=[CH:27][CH:26]=[CH:25][CH:24]=1>N1C=CC=CC=1>[Cl:22][C:23]1[CH:28]=[CH:27][C:26]([S:17]([N:14]2[CH2:15][CH2:16][C:3]3[C:4](=[N:5][C:6]4[CH:7]=[CH:8][CH:9]=[CH:10][C:11]=4[C:2]=3[CH3:1])[CH2:12][CH2:13]2)(=[O:20])=[O:18])=[CH:25][CH:24]=1 |f:1.2|.